This data is from the Open Reaction Database (ORD), a public repository of structured organic reaction records. The task is: describe an organic reaction: reactants, conditions, products, and yield Starting materials: ClC1=C(C=C(C(=C1)OC1=NC=CC=C1C(=O)N1CCN(C2=CC=CC=C12)C1CC1)Cl)C=CC(=O)O (3-{2,5-dichloro-4-[3-(4-cyclopropyl-3,4-dihydro-2H-quinoxaline-1-carbonyl)-pyridin-2-yloxy]-phenyl}-acrylic acid), ClC1=C(C=C(C(=C1)OC1=NC=CC=C1C(=O)N1CCN(C2=CC=CC=C12)C1CC1)Cl)C=CCC(=O)O (4-{2,5-Dichloro-4-[3-(4-cyclopropyl-3,4-dihydro-2H-quinoxaline-1-carbonyl)-pyridin-2-yloxyl]-phenyl}-but-3-enoic acid). The product is ClC1=C(C=C(C(=C1)OC1=NC=CC=C1C(=O)N1CCN(C2=CC=CC=C12)C1CC1)Cl)CCCC(=O)O (4-{2,5-Dichloro-4-[3-(4-cyclopropyl-3,4-dihydro-2H-quinoxaline-1-carbonyl)-pyridin-2-yloxy]-phenyl}-butyric acid). As a reaction SMILES: ClC1C=C(OC2C(C(N3C4C(=CC=CC=4)N(C4CC4)CC3)=O)=CC=CN=2)C(Cl)=CC=1C=CC(O)=O.[Cl:36][C:37]1[CH:42]=[C:41]([O:43][C:44]2[C:49]([C:50]([N:52]3[C:61]4[C:56](=[CH:57][CH:58]=[CH:59][CH:60]=4)[N:55]([CH:62]4[CH2:64][CH2:63]4)[CH2:54][CH2:53]3)=[O:51])=[CH:48][CH:47]=[CH:46][N:45]=2)[C:40]([Cl:65])=[CH:39][C:38]=1[CH:66]=[CH:67][CH2:68][C:69]([OH:71])=[O:70]>>[Cl:36][C:37]1[CH:42]=[C:41]([O:43][C:44]2[C:49]([C:50]([N:52]3[C:61]4[C:56](=[CH:57][CH:58]=[CH:59][CH:60]=4)[N:55]([CH:62]4[CH2:63][CH2:64]4)[CH2:54][CH2:53]3)=[O:51])=[CH:48][CH:47]=[CH:46][N:45]=2)[C:40]([Cl:65])=[CH:39][C:38]=1[CH2:66][CH2:67][CH2:68][C:69]([OH:71])=[O:70]. Procedure details: The title compound was prepared in analogy to Example 173 replacing 3-{2,5-dichloro-4-[3-(4-cyclopropyl-3,4-dihydro-2H-quinoxaline-1-carbonyl)-pyridin-2-yloxy]-phenyl}-acrylic acid with 4-{2,5-dichloro-4-[3-(4-cyclopropyl-3,4-dihydro-2H-quinoxaline-1-carbonyl)-pyridin-2-yloxy]-phenyl}-but-3-enoic acid (Example 175). MS (ISP): 526.3 [M+H]+. Starting materials: BrBr, CNc1ncc(Br)n2ccnc12, CC(=O)[O-], CC(=O)O, [Na+]. Yields the product CNc1ncc(Br)n2c(Br)cnc12. Reaction SMILES: [Br:18][Br:19].[Br:1][c:2]1[cH:3][n:4][c:5]([NH:11][CH3:12])[c:6]2[n:7]1[cH:8][cH:9][n:10]2.[C:13]([O-:14])(=[O:15])[CH3:16].[C:20]([OH:21])(=[O:22])[CH3:23].[Na+:17]>>[Br:1][c:2]1[cH:3][n:4][c:5]([NH:11][CH3:12])[c:6]2[n:7]1[c:8]([Br:18])[cH:9][n:10]2. The reactants are C(C)(=O)NCC1=CC=C(C=C1)C(C(=O)OC)(C)C (methyl 2-(4-acetylaminomethylphenyl)-2-methylpropionate), [OH-].[Na+] (sodium hydroxide). Solvent: C(C)O (ethanol), O (water). Run at temperature 70 celsius, time 1 hour. Product: C(C)(=O)NCC1=CC=C(C=C1)C(C(=O)O)(C)C (2-(4-Acetamidomethylphenyl)-2-methylpropionic Acid). The yield is 63.2%. As a reaction SMILES: [C:1]([NH:4][CH2:5][C:6]1[CH:11]=[CH:10][C:9]([C:12]([CH3:18])([CH3:17])[C:13]([O:15]C)=[O:14])=[CH:8][CH:7]=1)(=[O:3])[CH3:2].[OH-].[Na+]>C(O)C.O>[C:1]([NH:4][CH2:5][C:6]1[CH:11]=[CH:10][C:9]([C:12]([CH3:18])([CH3:17])[C:13]([OH:15])=[O:14])=[CH:8][CH:7]=1)(=[O:3])[CH3:2] |f:1.2|. Procedure details: To a solution of methyl 2-(4-acetylaminomethylphenyl)-2-methylpropionate (23.47 g) in ethanol (160 ml) was added a solution of sodium hydroxide (7.53 g) in water (94 ml) and the mixture was stirred at 70° C. for 1 hr. The solvent was evaporated, and conc. hydrochloric acid was added. The resulting crystals were collected by filtration to give the title compound (14.0 g) as pale-yellow crystals, m.p.=166-169° C. Reactants: Cc1ccccc1, CC(C)(C)OC(=O)COc1ccc(C=O)cc1, Nc1ccc(Cl)cc1. Product: CC(C)(C)OC(=O)COc1ccc(C=Nc2ccc(Cl)cc2)cc1. RXN SMILES: [CH3:26][c:27]1[cH:28][cH:29][cH:30][cH:31][cH:32]1.[CH:1](=[O:2])[c:3]1[cH:4][cH:5][c:6]([O:7][CH2:8][C:9](=[O:10])[O:11][C:12]([CH3:13])([CH3:14])[CH3:15])[cH:16][cH:17]1.[NH2:18][c:19]1[cH:20][cH:21][c:22]([Cl:23])[cH:24][cH:25]1>>[CH:1]([c:3]1[cH:4][cH:5][c:6]([O:7][CH2:8][C:9](=[O:10])[O:11][C:12]([CH3:13])([CH3:14])[CH3:15])[cH:16][cH:17]1)=[N:18][c:19]1[cH:20][cH:21][c:22]([Cl:23])[cH:24][cH:25]1. Reactants: ClC1=C(C(=C(C(=O)N)C(=C1)Cl)[N+](=O)[O-])O (4,6-dichloro-3-hydroxy-2-nitrobenzamide), O.[Sn](Cl)Cl (tin (II) chloride hydrate). Yields the product NC1=C(C(=O)N)C(=CC(=C1O)Cl)Cl (2-amino-4,6-dichloro-3-hydroxybenzamide). Reaction SMILES: [Cl:1][C:2]1[CH:10]=[C:9]([Cl:11])[C:5]([C:6]([NH2:8])=[O:7])=[C:4]([N+:12]([O-])=O)[C:3]=1[OH:15].O.[Sn](Cl)Cl>>[NH2:12][C:4]1[C:3]([OH:15])=[C:2]([Cl:1])[CH:10]=[C:9]([Cl:11])[C:5]=1[C:6]([NH2:8])=[O:7] |f:1.2|. Reported procedure: Reduction of 4,6-dichloro-3-hydroxy-2-nitrobenzamide with tin (II) chloride hydrate according to the conditions as described in Step B gave 2-amino-4,6-dichloro-3-hydroxybenzamide as a beige solid (2.5 g, 62% (2 steps)).—1H NMR (CD3OD): δ 6.69 (s, 1H). Yields the product C(C)(C)N1C(N(C2=C1C=CC=C2)CC2=NC1=C(N2CCC(C)C)C=CC=C1CC#N)=O ([2-(3-Isopropyl-2-oxo-2,3-dihydro-benzoimidazol-1-ylmethyl)-1-(3-methyl-butyl)-1H-benzoimidazol-4-yl]-acetonitrile). The solvent is CS(=O)C (DMSO). Procedure details: A solution containing 1-[4-chloromethyl-1-(3-methyl-butyl)-1H-benzoimidazol-2-ylmethyl]-3-isopropyl-1,3-dihydro-benzoimidazol-2-one; HCl salt (69 mg, 0.15 mmol) and sodium cyanide (30 mg, 0.62 mmol) in DMSO (1.5 mL) was stirred at room temperature for 1.5 h. The mixture was quenched with water (15 mL) and 1M NaOH (0.5 mL). The aqueous suspension was extracted with diethyl ether (2×10 mL) and the combined organic extracts washed with water, brine and dried (MgSO4). [2-(3-Isopropyl-2-oxo-2,3-dihyd... As a reaction SMILES: Cl[CH2:2][C:3]1[C:11]2[N:10]=[C:9]([CH2:12][N:13]3[C:17]4[CH:18]=[CH:19][CH:20]=[CH:21][C:16]=4[N:15]([CH:22]([CH3:24])[CH3:23])[C:14]3=[O:25])[N:8]([CH2:26][CH2:27][CH:28]([CH3:30])[CH3:29])[C:7]=2[CH:6]=[CH:5][CH:4]=1.Cl.[C-:32]#[N:33].[Na+]>CS(C)=O>[CH:22]([N:15]1[C:16]2[CH:21]=[CH:20][CH:19]=[CH:18][C:17]=2[N:13]([CH2:12][C:9]2[N:8]([CH2:26][CH2:27][CH:28]([CH3:29])[CH3:30])[C:7]3[CH:6]=[CH:5][CH:4]=[C:3]([CH2:2][C:32]#[N:33])[C:11]=3[N:10]=2)[C:14]1=[O:25])([CH3:23])[CH3:24] |f:2.3|. Starting materials: Cl (HCl), [C-]#N.[Na+] (sodium cyanide), ClCC1=CC=CC=2N(C(=NC21)CN2C(N(C1=C2C=CC=C1)C(C)C)=O)CCC(C)C (1-[4-chloromethyl-1-(3-methyl-butyl)-1H-benzoimidazol-2-ylmethyl]-3-isopropyl-1,3-dihydro-benzoimidazol-2-one). Starting materials: ClCCl (dichloromethane), C(CCCCCCCCCC)OC1=CC=C(C=C1)CC(=O)O (4-undecyloxyphenylacetic acid), C(C(=O)Cl)(=O)Cl (oxalyl chloride), ClCCl (dichloromethane), C(C(O)C1=CC=CC=C1)(=O)OC (methyl mandelate). The solvent is N1=CC=CC=C1 (pyridine). Run at temperature 50 celsius, time 1 hour. The product is C(CCCCCCCCCC)OC1=CC=C(C=C1)CC(=O)OC(C1=CC=CC=C1)C(=O)OC (methoxycarbonylphenylmethyl 4-undecyloxyphenylacetate). Yield: 47.4%. Reaction SMILES: ClCCl.[CH2:4]([O:15][C:16]1[CH:21]=[CH:20][C:19]([CH2:22][C:23]([OH:25])=[O:24])=[CH:18][CH:17]=1)[CH2:5][CH2:6][CH2:7][CH2:8][CH2:9][CH2:10][CH2:11][CH2:12][CH2:13][CH3:14].C(Cl)(=O)C(Cl)=O.[C:32]([O:42][CH3:43])(=[O:41])[CH:33]([C:35]1[CH:40]=[CH:39][CH:38]=[CH:37][CH:36]=1)O>N1C=CC=CC=1>[CH2:4]([O:15][C:16]1[CH:21]=[CH:20][C:19]([CH2:22][C:23]([O:25][CH:33]([C:32]([O:42][CH3:43])=[O:41])[C:35]2[CH:40]=[CH:39][CH:38]=[CH:37][CH:36]=2)=[O:24])=[CH:18][CH:17]=1)[CH2:5][CH2:6][CH2:7][CH2:8][CH2:9][CH2:10][CH2:11][CH2:12][CH2:13][CH3:14]. Procedure details: To a dichloromethane (20 ml) solution of 4-undecyloxyphenylacetic acid (2 g, 7 mmol.) was added dropwise oxalyl chloride (1 ml). The reaction solution was stirred at 50° C. for one hour, which was then cooled, followed by concentration under reduced pressure The concentrate was dissolved in dichloromethane (10 ml), and the solution was added dropwise to a dichloromethane (10 ml) solution of methyl mandelate (1.1 g, 6.5 mmol.). To the reaction solution was added pyridine (2 ml), and the mixture w...